Dataset: the Open Reaction Database (ORD), a public repository of structured organic reaction records. Task: describe an organic reaction: reactants, conditions, products, and yield Reaction SMILES: [CH2:34]([C:35](=[O:36])[c:37]1[cH:38][cH:39][cH:40][cH:41][cH:42]1)[Cl:43].[CH2:7]([Al:8]([CH2:9][CH:10]([CH3:11])[CH3:12])[CH2:13][CH:14]([CH3:15])[CH3:16])[CH:17]([CH3:18])[CH3:19].[CH3:1][CH2:2][CH2:3][CH2:4][CH2:5][CH3:6].[CH3:44][c:45]1[cH:46][cH:47][cH:48][cH:49][cH:50]1.[CH:20]([OH:21])([c:22]1[cH:23][cH:24][cH:25][cH:26][cH:27]1)[c:28]1[cH:29][cH:30][cH:31][cH:32][cH:33]1>>[CH2:34]([CH:35]([OH:36])[c:37]1[cH:38][cH:39][cH:40][cH:41][cH:42]1)[Cl:43]. Product: OC(CCl)c1ccccc1. Starting materials: O=C(CCl)c1ccccc1, CC(C)C[Al](CC(C)C)CC(C)C, CCCCCC, Cc1ccccc1, OC(c1ccccc1)c1ccccc1. Starting materials: [N+](=O)([O-])CC1(CCCCC1)CC(=O)OC (methyl 1-(nitromethyl)cyclohexyl-acetate). The solvent is CO (methanol), [OH-].[K+] (potassium hydroxide). Run at time 24 hour. Product: [N+](=O)([O-])CC1(CCCCC1)CC(=O)O (1-(nitromethyl)cyclohexyl-acetic Acid). Yield: 795.2%. Reaction SMILES: [N+:1]([CH2:4][C:5]1([CH2:11][C:12]([O:14]C)=[O:13])[CH2:10][CH2:9][CH2:8][CH2:7][CH2:6]1)([O-:3])=[O:2]>CO.[OH-].[K+]>[N+:1]([CH2:4][C:5]1([CH2:11][C:12]([OH:14])=[O:13])[CH2:10][CH2:9][CH2:8][CH2:7][CH2:6]1)([O-:3])=[O:2] |f:2.3|. Reported procedure: A solution of 4.3 g (0.02 mol) of methyl 1-(nitromethyl)cyclohexyl-acetate in a mixture of 50 ml of methanol and 20 ml of 10% aqueous potassium hydroxide is stirred at room temperature for 24 h, then the methanol is distilled off in vacuo. The pH of the resulted aqueous solution is adjusted to 7 with 10% aqueous potassium dihydrogenphosphate solution. The solution is extracted three times with 30 ml of ethyl acetate, the combined organic layers are dried over sodium sulphate and concentrated to ... Reactants: CI (methyl iodide), [N+](=O)([O-])C1=C(C=CC=C1)C(C)OC(=O)NC1=CC=CC=C1 (N-[1-(2-Nitrophenyl)-1-ethoxycarbonyl]-N-phenylamine), [H-].[Na+] (sodium hydride). Solvent: CN(C=O)C (dimethylformamide), CN(C=O)C (dimethylformamide). Conditions: time 15 minute. The product is [N+](=O)([O-])C1=C(C=CC=C1)C(C)OC(=O)N(C1=CC=CC=C1)C (N-[1-(2-Nitrophenyl)-1-Ethoxycarbonyl]-N-Methyl-N-Phenylamine). Yield: 86.0%. Reaction SMILES: [N+:1]([C:4]1[CH:9]=[CH:8][CH:7]=[CH:6][C:5]=1[CH:10]([O:12][C:13]([NH:15][C:16]1[CH:21]=[CH:20][CH:19]=[CH:18][CH:17]=1)=[O:14])[CH3:11])([O-:3])=[O:2].[H-].[Na+].[CH3:24]I>CN(C)C=O>[N+:1]([C:4]1[CH:9]=[CH:8][CH:7]=[CH:6][C:5]=1[CH:10]([O:12][C:13]([N:15]([CH3:24])[C:16]1[CH:21]=[CH:20][CH:19]=[CH:18][CH:17]=1)=[O:14])[CH3:11])([O-:3])=[O:2] |f:1.2|. Procedure: N-[1-(2-Nitrophenyl)-1-ethoxycarbonyl]-N-phenylamine Ia (1.0 g; 3.4 mmol) in dry dimethylformamide (10 ml) was added to a slurry of sodium hydride (80% w/w; 0.19 g; 3.5 mmol) in dry dimethylformamide (20 ml) under an inert atmosphere. The mixture was stirred at room temperature for 15 min and then methyl iodide (2.1 ml; 34.9 mmol) was added over a period of 10 min. The reaction mixture was warmed to 50° C. and at this temperature for a further 30 min. The precipitate of sodium iodide was filtere...